This data is from the Open Reaction Database (ORD), a public repository of structured organic reaction records. The task is: describe an organic reaction: reactants, conditions, products, and yield Reactants: NC1=C(C=CC=C1)C1CCNC=2N1N=C(C2C#N)C2=CC=C(C=C2)O (7-(2-aminophenyl)-2-(4-hydroxyphenyl)-4,5,6,7-tetrahydropyrazolo[1,5-a]pyrimidine-3-carbonitrile), BrCC1CC1 ((bromomethyl)cyclopropane), C(=O)([O-])[O-].[K+].[K+] (K2CO3). The solvent is CC(=O)C (acetone). Run at temperature 56 celsius, time 16 hour. The product is NC1=C(C=CC=C1)C1CCNC=2N1N=C(C2C#N)C2=CC=C(C=C2)OCC2CC2 (7-(2-Aminophenyl)-2-(4-(cyclopropylmethoxy)phenyl)-4,5,6,7-tetrahydropyrazolo[1,5-a]pyrimidine-3-carbonitrile). Yield: 77.8%. As a reaction SMILES: [NH2:1][C:2]1[CH:7]=[CH:6][CH:5]=[CH:4][C:3]=1[CH:8]1[N:13]2[N:14]=[C:15]([C:19]3[CH:24]=[CH:23][C:22]([OH:25])=[CH:21][CH:20]=3)[C:16]([C:17]#[N:18])=[C:12]2[NH:11][CH2:10][CH2:9]1.Br[CH2:27][CH:28]1[CH2:30][CH2:29]1.C([O-])([O-])=O.[K+].[K+]>CC(C)=O>[NH2:1][C:2]1[CH:7]=[CH:6][CH:5]=[CH:4][C:3]=1[CH:8]1[N:13]2[N:14]=[C:15]([C:19]3[CH:20]=[CH:21][C:22]([O:25][CH2:27][CH:28]4[CH2:30][CH2:29]4)=[CH:23][CH:24]=3)[C:16]([C:17]#[N:18])=[C:12]2[NH:11][CH2:10][CH2:9]1 |f:2.3.4|. Procedure details: To a solution of 7-(2-aminophenyl)-2-(4-hydroxyphenyl)-4,5,6,7-tetrahydropyrazolo[1,5-a]pyrimidine-3-carbonitrile (331 mg, 1.0 mmol) in acetone (15 mL) was added (bromomethyl)cyclopropane (135 mg, 1.0 mmol) and K2CO3 (276 mg, 2.0 mmol). After stirring at 56° C. for 16 hr, the mixture was filtered. The cake was washed with acetone (20 mL×2). The filtrate was concentrated to afford 300 mg of desired product (78%) as a yellow solid. MS (ESI) m/e [M+1]+ 386.0. The reactants are N(=O)[O-].[Na+] (sodium nitrite), NC=1C=CC2=C(C(=CC(O2)(CF)CF)C(=O)OCC)C1 (ethyl 6-amino-2,2-bisfluoromethyl-2H-1-benzopyran-4-carboxylate), S(O)(O)(=O)=O (sulfuric acid), [I-].[K+] (potassium iodide). Run in O (water), C(Cl)Cl (methylene chloride), O (water), O (water), CCCCCC (hexane), O (Water), C(C)(=O)OCC (ethyl acetate). Conditions: time 10 minute. Yields the product FCC1(OC2=C(C(=C1)C(=O)OCC)C=C(C=C2)I)CF (ethyl 2,2-bisfluoromethyl-6-iodo-2H-1-benzopyran-4-carboxylate). Yield: 65.9%. As a reaction SMILES: N([O-])=O.[Na+].N[C:6]1[CH:7]=[CH:8][C:9]2[O:14][C:13]([CH2:17][F:18])([CH2:15][F:16])[CH:12]=[C:11]([C:19]([O:21][CH2:22][CH3:23])=[O:20])[C:10]=2[CH:24]=1.S(=O)(=O)(O)O.[I-:30].[K+]>CCCCCC.C(OCC)(=O)C.O.C(Cl)Cl>[F:16][CH2:15][C:13]1([CH2:17][F:18])[CH:12]=[C:11]([C:19]([O:21][CH2:22][CH3:23])=[O:20])[C:10]2[CH:24]=[C:6]([I:30])[CH:7]=[CH:8][C:9]=2[O:14]1 |f:0.1,4.5|. Reported procedure: A mixture of 1.09 g of sodium nitrite, 10 ml of methylene chloride and 10 ml of water was added to a mixture of 4.0 g of ethyl 6-amino-2,2-bisfluoromethyl-2H-1-benzopyran-4-carboxylate, 1.66 g of sulfuric acid and 40 ml of water under ice cooling, followed by stirring under ice cooling for 10 minutes. Further, a mixture of 2.85 g of potassium iodide and 5 ml of water was added to the reaction mixture, followed by stirring at room temperature for 1.5 hour. Water was added to the reaction mixture,... The reactants are CCOC(C)OCC=O, Cc1ccccc1, O=Cc1cccs1. Product: CCOC(C)OC(C=O)=Cc1cccs1. As a reaction SMILES: [CH2:8]([CH3:9])[O:10][CH:11]([CH3:12])[O:13][CH2:14][CH:15]=[O:16].[CH3:17][c:18]1[cH:19][cH:20][cH:21][cH:22][cH:23]1.[s:1]1[c:2]([CH:6]=[O:7])[cH:3][cH:4][cH:5]1>>[s:1]1[c:2]([CH:6]=[C:14]([O:13][CH:11]([O:10][CH2:8][CH3:9])[CH3:12])[CH:15]=[O:16])[cH:3][cH:4][cH:5]1. The reactants are COC1=NC=CC(=C1)C(=O)NN (2-methoxypyridine-4-carbohydrazide), O1C(C=CC1=O)=O (furan-2,5-dione). Run in C1CCOC1 (THF). Run at time 2 hour. The product is COC1=NC=CC(=C1)C(=O)NC(\C=C/C(=O)O)=O ((Z)-4-(2-methoxypyridine-4-carboamido)-4-oxobut-2-enoic acid). As a reaction SMILES: [CH3:1][O:2][C:3]1[CH:8]=[C:7]([C:9]([NH:11]N)=[O:10])[CH:6]=[CH:5][N:4]=1.[O:13]1[C:17](=[O:18])[CH:16]=[CH:15][C:14]1=[O:19]>C1COCC1>[CH3:1][O:2][C:3]1[CH:8]=[C:7]([C:9]([NH:11][C:17](=[O:18])/[CH:16]=[CH:15]\[C:14]([OH:19])=[O:13])=[O:10])[CH:6]=[CH:5][N:4]=1. Reported procedure: To a solution of compound 8 (167 mg, 1.0 mmol) in 10 mL of THF was added furan-2,5-dione (110 mg, 1.1 mmol). The mixture was stirred at ambient temperature for 2 hours. After removal of the solvent, the residue was diluted with 10 mL of dichloromethane. The solid was collected by filtration to give (Z)-4-(2-methoxypyridine-4-carboamido)-4-oxobut-2-enoic acid 9 as a solid. The reactants are C1CCOC1, COC(=O)C(Cc1ccc2c(c1)OCC(c1ccc(OCc3ccc(Cl)c(Cl)c3)cc1)O2)NS(=O)(=O)c1ccc([N+](=O)[O-])cc1, CC(C)OC(=O)N=NC(=O)OC(C)C, c1ccc(P(c2ccccc2)c2ccccc2)cc1, CCC(O)c1ccccc1. Yields the product CCC(c1ccccc1)N(C(Cc1ccc2c(c1)OCC(c1ccc(OCc3ccc(Cl)c(Cl)c3)cc1)O2)C(=O)OC)S(=O)(=O)c1ccc([N+](=O)[O-])cc1. Reaction SMILES: [CH2:89]1[O:90][CH2:91][CH2:92][CH2:93]1.[CH3:1][O:2][C:3]([CH:4]([CH2:5][c:6]1[cH:7][c:8]2[c:9]([cH:30][cH:31]1)[O:10][CH:11]([c:14]1[cH:15][cH:16][c:17]([O:20][CH2:21][c:22]3[cH:23][c:24]([Cl:29])[c:25]([Cl:28])[cH:26][cH:27]3)[cH:18][cH:19]1)[CH2:12][O:13]2)[NH:32][S:33](=[O:34])(=[O:35])[c:36]1[cH:37][cH:38][c:39]([N+:42](=[O:43])[O-:44])[cH:40][cH:41]1)=[O:45].[O:75]=[C:76]([O:77][CH:78]([CH3:79])[CH3:80])[N:81]=[N:82][C:83]([O:84][CH:85]([CH3:86])[CH3:87])=[O:88].[c:46]1([P:47]([c:48]2[cH:49][cH:50][cH:51][cH:52][cH:53]2)[c:54]2[cH:55][cH:56][cH:57][cH:58][cH:59]2)[cH:60][cH:61][cH:62][cH:63][cH:64]1.[c:65]1([CH:71]([CH2:72][CH3:73])[OH:74])[cH:66][cH:67][cH:68][cH:69][cH:70]1>>[CH3:1][O:2][C:3]([CH:4]([CH2:5][c:6]1[cH:7][c:8]2[c:9]([cH:30][cH:31]1)[O:10][CH:11]([c:14]1[cH:15][cH:16][c:17]([O:20][CH2:21][c:22]3[cH:23][c:24]([Cl:29])[c:25]([Cl:28])[cH:26][cH:27]3)[cH:18][cH:19]1)[CH2:12][O:13]2)[N:32]([S:33](=[O:34])(=[O:35])[c:36]1[cH:37][cH:38][c:39]([N+:42](=[O:43])[O-:44])[cH:40][cH:41]1)[CH:71]([c:65]1[cH:66][cH:67][cH:68][cH:69][cH:70]1)[CH2:72][CH3:73])=[O:45]. Starting materials: resultant mixture, [N+](=O)([O-])C1=C(C=CC=C1)N=NC1=C(C=CC(=C1)C)O (2-nitro-2'-hydroxy-5'-methylazobenzene), [OH-].[Na+] (sodium hydroxide), C1=CC=CC=2C3=CC=CC=C3C(C12)=O (9-fluorenone), C=O (paraformaldehyde), N(=NC1=CC=CC=C1)C1=CC=CC=C1 (azobenzene). Solvent: O (water), CO (methanol). Run at temperature 65 celsius. Yields the product OC1=C(C=C(C=C1)C)N1N=C2C(=[N+]1[O-])C=CC=C2 (2-(2-hydroxy-5-methylphenyl)benzotriazole-N-oxide). RXN SMILES: [N+:1]([C:4]1[CH:9]=[CH:8][CH:7]=[CH:6][C:5]=1[N:10]=[N:11][C:12]1[CH:17]=[C:16]([CH3:18])[CH:15]=[CH:14][C:13]=1[OH:19])([O-])=[O:2].[OH-].[Na+].C1C2C(=O)C3C(=CC=CC=3)C=2C=CC=1.C=O.N(C1C=CC=CC=1)=NC1C=CC=CC=1>O.CO>[OH:19][C:13]1[CH:14]=[CH:15][C:16]([CH3:18])=[CH:17][C:12]=1[N:11]1[N+:1]([O-:2])=[C:4]2[CH:9]=[CH:8][CH:7]=[CH:6][C:5]2=[N:10]1 |f:1.2|. Procedure: 2-nitro-2'-hydroxy-5'-methylazobenzene 12.9 g was added to a mixture of methanol 60 ml, water 30 ml and 97% sodium hydroxide 12.4 g, and the resultant mixure was stirred while raising temperature to 65° C. Thereafter, the mixture was cooled to 40° C., and 9-fluorenone 0.8 g and then 80% paraformaldehyde 2.1 g were added to the mixture for 1 hour. The resultant mixture was then heated to the boiling point (75° C.), and was stirred at the boiling point for 6 hours, thus almost all of the azobenzen... The reactants are Cc1ccc(S(=O)(=O)Cl)cc1C(F)(F)F, Cc1cnc(C#N)c(N)c1, c1ccncc1. Product: Cc1cnc(C#N)c(NS(=O)(=O)c2ccc(C)c(C(F)(F)F)c2)c1. As a reaction SMILES: [CH3:1][c:2]1[c:3]([C:12]([F:13])([F:14])[F:15])[cH:4][c:5]([S:8](=[O:9])(=[O:10])[Cl:11])[cH:6][cH:7]1.[NH2:16][c:17]1[c:18]([C:24]#[N:25])[n:19][cH:20][c:21]([CH3:23])[cH:22]1.[cH:26]1[cH:27][cH:28][n:29][cH:30][cH:31]1>>[CH3:1][c:2]1[c:3]([C:12]([F:13])([F:14])[F:15])[cH:4][c:5]([S:8](=[O:9])(=[O:10])[NH:16][c:17]2[c:18]([C:24]#[N:25])[n:19][cH:20][c:21]([CH3:23])[cH:22]2)[cH:6][cH:7]1.